This data is from the Open Reaction Database (ORD), a public repository of structured organic reaction records. The task is: describe an organic reaction: reactants, conditions, products, and yield The reactants are C(CC(=O)C)(=O)OCC (ethyl acetoacetate), O1C(CC=C1)=O (furanone), fifth. Run at temperature 60 celsius. Product: C(C)(=O)C1C(OC(C1)CC)=O (3-Acetyl-5-Ethyldihydro-2(3H)-Furanone). Yield: 92.5%. As a reaction SMILES: [C:1]([O:7][CH2:8][CH3:9])(=[O:6])[CH2:2][C:3]([CH3:5])=[O:4].O1C=C[CH2:12][C:11]1=O>>[C:3]([CH:2]1[CH2:9][CH:8]([CH2:11][CH3:12])[O:7][C:1]1=[O:6])(=[O:4])[CH3:5]. Procedure details: The organic layer was stripped using an aspirator vacuum (60 mm) and heating the flask to 60° C. leaving a net residue of 618 g. The residue was distilled using a packed column and Perkins Triangle Head. The product obtained by distillation comprised three fractions, 164 g, 130 g, and 114 g, respectively, comprising mostly ethyl acetoacetate. The pot material was filtered and the distillation continued to obtain 16.1 g of a fourth fraction boiling below 105° C. at 5 torr that comprised 8% lacton... The reactants are methyl 6-bromo-5-methoxy-3,4-dihydro-1H-isochromene-1-carboxylate TiCl4, ice, BrC=1C(=C(C=CC1)CCO)OC (2-(3-bromo-2-methoxyphenyl)ethanol), C(C)OC(C(=O)OCC)OCC (ethyl diethoxyacetate). Run in C[N+](=O)[O-] (CH3NO2). Reaction conditions: time 10 minute. The product is BrC=1C(=C2CCOC(C2=CC1)C(=O)OC)OC (methyl 6-bromo-5-methoxy-3,4-dihydro-1H-isochromene-1-carboxylate). As a reaction SMILES: [Br:1][C:2]1[C:3]([O:11][CH3:12])=[C:4]([CH2:8][CH2:9][OH:10])[CH:5]=[CH:6][CH:7]=1.[CH2:13]([O:15][CH:16]([O:22]CC)[C:17](OCC)=O)C>C[N+]([O-])=O>[Br:1][C:2]1[C:3]([O:11][CH3:12])=[C:4]2[C:5](=[CH:6][CH:7]=1)[CH:17]([C:16]([O:15][CH3:13])=[O:22])[O:10][CH2:9][CH2:8]2. Procedure details: 2-(3-bromo-2-methoxyphenypethanol To a solution of methyl (3-bromo-2-methoxyphenyl)acetate (8.2 g, 31.66 mmol) in 200 mL of dry THF under N2 at room temperature was added LiBH4 (32 mL, 63.32 mmol, 2M THF). After 1.5 hours, the reaction was warmed to reflux for 3 hours, and then cooled to room temperature. The solution was poured into EtOAc/1N HCl solution, and the layers were separated. The organic layer was washed with water, saturated Na2CO3 and brine, dried over anhydrous Na2SO4 and concentra... Starting materials: CC(C)(C)[Si](OC1CCCOCOC1)(c1ccccc1)c1ccccc1, CCCC[N+](CCCC)(CCCC)CCCC, C1CCOC1, [F-], [Na+], O=C([O-])O. Yields the product OC1CCCOCOC1. As a reaction SMILES: [C:1]([Si:2]([c:3]1[cH:4][cH:5][cH:15][cH:16][cH:17]1)([O:6][CH:7]1[CH2:8][O:9][CH2:10][O:11][CH2:12][CH2:13][CH2:14]1)[c:18]1[cH:19][cH:20][cH:21][cH:22][cH:23]1)([CH3:24])([CH3:25])[CH3:26].[CH2:28]([N+:29]([CH2:30][CH2:31][CH2:32][CH3:33])([CH2:34][CH2:35][CH2:36][CH3:37])[CH2:38][CH2:39][CH2:40][CH3:41])[CH2:42][CH2:43][CH3:44].[CH2:50]1[O:51][CH2:52][CH2:53][CH2:54]1.[F-:27].[Na+:49].[O-:45][C:46]([OH:47])=[O:48]>>[OH:6][CH:7]1[CH2:8][O:9][CH2:10][O:11][CH2:12][CH2:13][CH2:14]1. The reactants are CC=1C=C(C=C(C1OC1=CC(=C(C=C1)OC)C(C)C)C)CC#N (3,5-dimethyl-4-(3′-iso-propyl-4′-methoxyphenoxy)phenylacetonitrile), solution, OS(=O)(=O)O (H2SO4), C(C)(=O)O (acetic acid), ice water. Conditions: temperature 105 celsius, time 1 hour. Product: CC=1C=C(C=C(C1OC1=CC(=C(C=C1)OC)C(C)C)C)CC(=O)O (3,5-dimethyl-4-(3′-iso-propyl-4′-methoxyphenoxy)phenylacetic acid). Yield: 85.0%. RXN SMILES: [CH3:1][C:2]1[CH:3]=[C:4](CC#N)[CH:5]=[C:6]([CH3:20])[C:7]=1[O:8][C:9]1[CH:14]=[CH:13][C:12]([O:15][CH3:16])=[C:11]([CH:17]([CH3:19])[CH3:18])[CH:10]=1.OS(O)(=O)=O.[C:29]([OH:32])(=[O:31])[CH3:30]>>[CH3:20][C:6]1[CH:5]=[C:4]([CH2:30][C:29]([OH:32])=[O:31])[CH:3]=[C:2]([CH3:1])[C:7]=1[O:8][C:9]1[CH:14]=[CH:13][C:12]([O:15][CH3:16])=[C:11]([CH:17]([CH3:18])[CH3:19])[CH:10]=1. Reported procedure: To a stirred solution of 3,5-dimethyl-4-(3′-iso-propyl-4′-methoxyphenoxy)phenylacetonitrile (0.75 g, 2.42 mmol) in acetic acid (7 mL) was added a 50% solution of H2SO4 (14 mL). The reaction mixture was heated at 105° C., for 3 h, cooled to room temperature and poured into ice water (100 mL). The mixture was stirred for 1 h and extracted with ethyl acetate (3×50 mL). The combined organic layers were washed with water and brine, dried over Na2SO4, filtered and concentrated under reduced pressure t... Starting materials: CCOC(=O)CCCNC(=O)Nc1nc(C)c(-c2ccc(S(C)(=O)=O)c(F)c2)s1, CCOC(=O)CCN=C=O. Product: CCOC(=O)CCNC(=O)Nc1nc(C)c(-c2ccc(S(C)(=O)=O)c(F)c2)s1. Reaction SMILES: [CH2:1]([O:2][C:3](=[O:4])[CH2:5][CH2:6][CH2:7][NH:8][C:9](=[O:10])[NH:11][c:12]1[s:13][c:14](-[c:18]2[cH:19][c:20]([F:28])[c:21]([S:24](=[O:25])(=[O:26])[CH3:27])[cH:22][cH:23]2)[c:15]([CH3:17])[n:16]1)[CH3:29].[CH2:30]([CH3:31])[O:32][C:33]([CH2:34][CH2:35][N:36]=[C:37]=[O:38])=[O:39]>>[CH2:7]([NH:8][C:9](=[O:10])[NH:11][c:12]1[s:13][c:14](-[c:18]2[cH:19][c:20]([F:28])[c:21]([S:24](=[O:25])(=[O:26])[CH3:27])[cH:22][cH:23]2)[c:15]([CH3:17])[n:16]1)[CH2:34][C:33]([O:32][CH2:30][CH3:31])=[O:39]. Reactants: IC=1C=C2C=NN(C2=CC1)C=1C=C(C(=O)O)C=CC1 (3-(5-iodo-1H-indazol-1-yl)benzoic acid). The solvent is C1CCOC1 (THF). Run at time 15 minute. The product is IC=1C=C2C=NN(C2=CC1)C=1C=C(C=CC1)CO ((3-(5-iodo-1H-indazol-1-yl)phenyl)methanol). The yield is 50.3%. As a reaction SMILES: [I:1][C:2]1[CH:3]=[C:4]2[C:8](=[CH:9][CH:10]=1)[N:7]([C:11]1[CH:12]=[C:13]([CH:17]=[CH:18][CH:19]=1)[C:14](O)=[O:15])[N:6]=[CH:5]2>C1COCC1>[I:1][C:2]1[CH:3]=[C:4]2[C:8](=[CH:9][CH:10]=1)[N:7]([C:11]1[CH:12]=[C:13]([CH2:14][OH:15])[CH:17]=[CH:18][CH:19]=1)[N:6]=[CH:5]2. Procedure details: Crude 3-(5-iodo-1H-indazol-1-yl)benzoic acid (144c, 3.5 g, 9.6 mmol) was dissolved in THF (70 mL, dried over 4 Å MS) under argon atmosphere and cooled in an ice bath. Borane-THF complex (1M, 12 mL, 12 mmol) was added during 2 min. The cooling bath was removed and the mixture was stirred at r.t. for 15 min, then heated at reflux for 35 min. Additional borane reagent was added and the heating was continued for 20 min, at which time all starting material had been consumed. Sat. aqueous NR4Cl (25 mL... Reactants: BrC1=C(C=CC(=C1)CO)C1CC(NS1(=O)=O)=O (5-[2-bromo-4-(hydroxymethyl)phenyl]isothiazolidin-3-one 1,1-dioxide), C1(=CC=CC=C1)P(C1=CC=CC=C1)C1=CC=CC=C1 (triphenylphosphine), C(Br)(Br)(Br)Br (carbon tetrabromide). Run in O1CCOCC1 (1,4-dioxane), C(C)#N (acetonitrile). Reaction conditions: time 8 hour. The product is BrC1=C(C=CC(=C1)CBr)C1CC(NS1(=O)=O)=O (5-[2-bromo-4-(bromomethyl)phenyl]isothiazolidin-3-one 1,1-dioxide). As a reaction SMILES: [Br:1][C:2]1[CH:7]=[C:6]([CH2:8]O)[CH:5]=[CH:4][C:3]=1[CH:10]1[S:14](=[O:16])(=[O:15])[NH:13][C:12](=[O:17])[CH2:11]1.C1(P(C2C=CC=CC=2)C2C=CC=CC=2)C=CC=CC=1.C(Br)(Br)(Br)[Br:38]>O1CCOCC1.C(#N)C>[Br:1][C:2]1[CH:7]=[C:6]([CH2:8][Br:38])[CH:5]=[CH:4][C:3]=1[CH:10]1[S:14](=[O:16])(=[O:15])[NH:13][C:12](=[O:17])[CH2:11]1. Reported procedure: To a solution of 5-[2-bromo-4-(hydroxymethyl)phenyl]isothiazolidin-3-one 1,1-dioxide (54.0 mg, 0.169 mmol) in 1,4-dioxane (5 mL) was added triphenylphosphine (49 mg, 0.18 mmol) and carbon tetrabromide (62 mg, 0.18 mmol) at room temperature. The resulting mixture was stirred at room temperature overnight. The reaction was diluted with acetonitrile and purified by preparative LCMS to give the product as a white solid.